This data is from the Open Reaction Database (ORD), a public repository of structured organic reaction records. The task is: describe an organic reaction: reactants, conditions, products, and yield The reactants are CC(=O)[O-], CC(=O)[O-], CCCCN(CCCC)CCCC, CC(C)=O, CN(C)C=O, CCOC(=O)c1ccc2nc(C)n(Cc3ccc(I)cc3Cl)c2c1, I[Cu]I, [Pd+2], C#Cc1ccccc1, c1ccc(P(c2ccccc2)c2ccccc2)cc1. Product: CCOC(=O)c1ccc2nc(C)n(Cc3ccc(C#Cc4ccccc4)cc3Cl)c2c1. RXN SMILES: [C:65]([O-:66])(=[O:67])[CH3:68].[C:70]([O-:71])(=[O:72])[CH3:73].[CH2:52]([N:53]([CH2:54][CH2:55][CH2:56][CH3:57])[CH2:58][CH2:59][CH2:60][CH3:61])[CH2:62][CH2:63][CH3:64].[CH3:77][C:78](=[O:79])[CH3:80].[CH3:81][N:82]([CH3:83])[CH:84]=[O:85].[Cl:1][c:2]1[c:3]([CH2:4][n:5]2[c:6]([CH3:19])[n:7][c:8]3[c:9]2[cH:10][c:11]([C:14](=[O:15])[O:16][CH2:17][CH3:18])[cH:12][cH:13]3)[cH:20][cH:21][c:22]([I:24])[cH:23]1.[Cu:74]([I:75])[I:76].[Pd+2:69].[c:25]1([C:31]#[CH:32])[cH:26][cH:27][cH:28][cH:29][cH:30]1.[c:33]1([P:34]([c:35]2[cH:36][cH:37][cH:38][cH:39][cH:40]2)[c:41]2[cH:42][cH:43][cH:44][cH:45][cH:46]2)[cH:47][cH:48][cH:49][cH:50][cH:51]1>>[Cl:1][c:2]1[c:3]([CH2:4][n:5]2[c:6]([CH3:19])[n:7][c:8]3[c:9]2[cH:10][c:11]([C:14](=[O:15])[O:16][CH2:17][CH3:18])[cH:12][cH:13]3)[cH:20][cH:21][c:22]([C:32]#[C:31][c:25]2[cH:26][cH:27][cH:28][cH:29][cH:30]2)[cH:23]1. Reactants: CC(=O)O, COC(=O)C1(c2ccc(OC)cc2)CC1, CC(=O)OC(C)=O, Cl, O=[N+]([O-])O. The product is COC(=O)C1(c2ccc(OC)c([N+](=O)[O-])c2)CC1. Reaction SMILES: [C:28]([OH:29])(=[O:30])[CH3:31].[CH3:1][O:2][C:3](=[O:4])[C:5]1([c:8]2[cH:9][cH:10][c:11]([O:14][CH3:15])[cH:12][cH:13]2)[CH2:6][CH2:7]1.[CH3:21][C:22]([O:23][C:24]([CH3:25])=[O:26])=[O:27].[ClH:20].[OH:16][N+:17]([O-:18])=[O:19]>>[CH3:1][O:2][C:3](=[O:4])[C:5]1([c:8]2[cH:9][cH:10][c:11]([O:14][CH3:15])[c:12]([N+:17](=[O:16])[O-:18])[cH:13]2)[CH2:6][CH2:7]1. Starting materials: O=CC1=CC(O)=C(OC)C=C1 (isovanillin), BrCC(C)C (1-bromo-2-methyl propane), 806 A1. Product: C(C(C)C)OC=1C=C(C=O)C=CC1OC (3-Isobutoxy-4-methoxy-benzaldehyde). Reaction SMILES: [O:1]=[CH:2][C:3]1[CH:11]=[CH:10][C:7]([O:8][CH3:9])=[C:5]([OH:6])[CH:4]=1.Br[CH2:13][CH:14]([CH3:16])[CH3:15]>>[CH2:13]([O:6][C:5]1[CH:4]=[C:3]([CH:11]=[CH:10][C:7]=1[O:8][CH3:9])[CH:2]=[O:1])[CH:14]([CH3:16])[CH3:15]. Procedure details: The title compound was prepared by reaction of isovanillin with 1-bromo-2-methyl propane as described in WO 04/000 806 A1 (Elbion AG). The reactants are O=c1[nH]nc(CC2CCNC2)n1-c1ccc(Br)cc1, CC1(C(=O)O)CC1, CCN=C=NCCCN(C)C, CN(C)C=O, CCN(C(C)C)C(C)C, Cl, Cl, On1nnc2ccccc21. Yields the product CC1(C(=O)N2CCC(Cc3n[nH]c(=O)n3-c3ccc(Br)cc3)C2)CC1. RXN SMILES: [Br:2][c:3]1[cH:4][cH:5][c:6](-[n:9]2[c:10](=[O:20])[nH:11][n:12][c:13]2[CH2:14][CH:15]2[CH2:16][NH:17][CH2:18][CH2:19]2)[cH:7][cH:8]1.[CH3:21][C:22]1([C:25](=[O:26])[OH:27])[CH2:23][CH2:24]1.[CH3:29][N:30]([CH3:31])[CH2:32][CH2:33][CH2:34][N:35]=[C:36]=[N:37][CH2:38][CH3:39].[CH3:59][N:60]([CH3:61])[CH:62]=[O:63].[CH:50]([N:51]([CH2:52][CH3:53])[CH:54]([CH3:55])[CH3:56])([CH3:57])[CH3:58].[ClH:1].[ClH:28].[OH:40][n:41]1[c:42]2[cH:43][cH:44][cH:45][cH:46][c:47]2[n:48][n:49]1>>[Br:2][c:3]1[cH:4][cH:5][c:6](-[n:9]2[c:10](=[O:20])[nH:11][n:12][c:13]2[CH2:14][CH:15]2[CH2:16][N:17]([C:25]([C:22]3([CH3:21])[CH2:23][CH2:24]3)=[O:26])[CH2:18][CH2:19]2)[cH:7][cH:8]1. Reactants: CC(=O)O, Cn1c(C=O)cc2ccccc21, CO, NC1CC1. Yields the product Cn1c(NC2CC2)cc2ccccc21. Reaction SMILES: [CH3:17][C:18](=[O:19])[OH:20].[CH3:1][n:2]1[c:3]([CH:11]=[O:12])[cH:4][c:5]2[cH:6][cH:7][cH:8][cH:9][c:10]12.[CH3:21][OH:22].[CH:13]1([NH2:16])[CH2:14][CH2:15]1>>[CH3:1][n:2]1[c:3]([NH:16][CH:13]2[CH2:14][CH2:15]2)[cH:4][c:5]2[cH:6][cH:7][cH:8][cH:9][c:10]12. Reactants: O.NN (hydrazine hydrate), C(C)C1=C(C(=CC(=C1)C)CC)C(C(=O)OCC)=O (ethyl 2-(2,6-diethyl-4-methylphenyl)-2-oxoacetate). Procedure details: To a 100 ml volume four-necked flask, methanol (22.91 g) and hydrazine hydrate (1.93 g) were added at room temperature, and cooled. Ethyl 2-(2,6-diethyl-4-methylphenyl)-2-oxoacetate (9-a) (5.01 g) diluted with methanol (10.02 g) was added dropwise at 1° C. over 5 minutes. The resulting mixture was stirred at 2° C. for 4 hours, then the mixture was filtered. The resulting filtrate was concentrated, added tert-butyl methyl ether (41 g), and washed with brine (14 g). The resulting organic layer was... RXN SMILES: O.[NH2:2][NH2:3].[CH2:4]([C:6]1[CH:11]=[C:10]([CH3:12])[CH:9]=[C:8]([CH2:13][CH3:14])[C:7]=1[C:15](=[O:21])[C:16](OCC)=[O:17])[CH3:5]>CO>[CH2:4]([C:6]1[CH:11]=[C:10]([CH3:12])[CH:9]=[C:8]([CH2:13][CH3:14])[C:7]=1[C:15](=[O:21])[C:16]([NH:2][NH2:3])=[O:17])[CH3:5] |f:0.1|. Solvent: CO (methanol), CO (methanol). Reaction conditions: temperature 2 celsius, time 4 hour. Isolated yield 39.8%. Product: C(C)C1=C(C(=CC(=C1)C)CC)C(C(=O)NN)=O (2-(2,6-diethyl-4-methylphenyl)-2-oxoacetohydrazide). Reaction conditions: temperature -25 celsius, time 30 minute. Run in hexanes, C1CCOC1 (THF), C1CCOC1 (THF). Isolated yield 95.9%. Yields the product C(CCCCCCC=C)C(C(=O)O)C(=O)O (non-8-enyl-malonic acid). Reactants: C(CCC)[Li] (n-butyllithium), solution, C(C)(C)NC(C)C (diisopropylamine), CN(C)P(=O)(N(C)C)N(C)C (HMPA), enolate, C(=O)=O (CO2), C(C=CCCCCCCCC)(=O)O (undecenoic acid), C(=O)=O (CO2). Reported procedure: An oven-dried 500 mL 2-neck flask equipped with magnetic stirbar and addition funnel was charged with diisopropylamine (12.8 mL, 91.1 mmol) and THF (180 mL) under nitrogen. The solution was chilled to −25° C. in a dry ice/water/ethanol bath, and n-butyllithium (34 mL of a 2.65 M solution in hexanes, 89.0 mmol) was added dropwise via addition funnel. The solution was stirred for 30 min, after which a degassed solution of undecenoic acid (8.0 g, 43.4 mmol) in THF (44 mL) was added dropwise via add... RXN SMILES: C(NC(C)C)(C)C.C([Li])CCC.[C:13]([OH:25])(=[O:24])[CH:14]=[CH:15][CH2:16][CH2:17][CH2:18][CH2:19][CH2:20][CH2:21][CH2:22][CH3:23].CN(P(N(C)C)(N(C)C)=O)C.[C:37](=[O:39])=[O:38]>C1COCC1>[CH2:15]([CH:14]([C:37]([OH:39])=[O:38])[C:13]([OH:25])=[O:24])[CH2:16][CH2:17][CH2:18][CH2:19][CH2:20][CH2:21][CH:22]=[CH2:23]. Reactants: C(C1=CC=CC=C1)N1CCC(CC1)NC(=O)C1=NC(=C2N=CN(C2=N1)[C@@H]1O[C@@H]([C@H]([C@H]1O)O)C(=O)NCC)NCC(C1=CC=CC=C1)C1=CC=CC=C1 (N-(1-benzyl-4-piperidinyl)-6-[(2,2-diphenylethyl)amino]-9-{(2R,3R,4S,5S)-5-[(ethylamino)carbonyl]-3,4-dihydroxytetrahydro-2-furanyl}-9H-purine-2-carboxamide), C(=O)[O-].[NH4+] (ammonium formate). Reagents/catalysts: [OH-].[Pd+2].[OH-] (palladium (II) hydroxide). The solvent is C(C)O (ethanol). Yields the product C1(=CC=CC=C1)C(CNC1=C2N=CN(C2=NC(=N1)C(=O)NC1CCNCC1)[C@@H]1O[C@@H]([C@H]([C@H]1O)O)C(=O)NCC)C1=CC=CC=C1 (6-[(2,2-Diphenylethyl)amino]-9-{(2R,3R,4S,5S)-5-[(ethylamino)carbonyl]-3,4-dihydroxytetrahydro-2-furanyl}-N-(4-piperidinyl)-9H-purine-2-carboxamide). RXN SMILES: C([N:8]1[CH2:13][CH2:12][CH:11]([NH:14][C:15]([C:17]2[N:25]=[C:24]3[C:20]([N:21]=[CH:22][N:23]3[C@H:26]3[C@H:30]([OH:31])[C@H:29]([OH:32])[C@@H:28]([C:33]([NH:35][CH2:36][CH3:37])=[O:34])[O:27]3)=[C:19]([NH:38][CH2:39][CH:40]([C:47]3[CH:52]=[CH:51][CH:50]=[CH:49][CH:48]=3)[C:41]3[CH:46]=[CH:45][CH:44]=[CH:43][CH:42]=3)[N:18]=2)=[O:16])[CH2:10][CH2:9]1)C1C=CC=CC=1.C([O-])=O.[NH4+]>C(O)C.[OH-].[Pd+2].[OH-]>[C:41]1([CH:40]([C:47]2[CH:48]=[CH:49][CH:50]=[CH:51][CH:52]=2)[CH2:39][NH:38][C:19]2[N:18]=[C:17]([C:15]([NH:14][CH:11]3[CH2:12][CH2:13][NH:8][CH2:9][CH2:10]3)=[O:16])[N:25]=[C:24]3[C:20]=2[N:21]=[CH:22][N:23]3[C@H:26]2[C@H:30]([OH:31])[C@H:29]([OH:32])[C@@H:28]([C:33]([NH:35][CH2:36][CH3:37])=[O:34])[O:27]2)[CH:46]=[CH:45][CH:44]=[CH:43][CH:42]=1 |f:1.2,4.5.6|. Procedure: A solution of N-(1-benzyl-4-piperidinyl)-6-[(2,2-diphenylethyl)amino]-9-{(2R,3R,4S,5S)-5-[(ethylamino)carbonyl]-3,4-dihydroxytetrahydro-2-furanyl}-9H-purine-2-carboxamide (Preparation 33) (1.03 g, 1.47 mmol), palladium (II) hydroxide (0.9 g) and ammonium formate (0.46 g, 7.3 mmol) in ethanol (10 ml) was heated under reflux for 3 hours. The catalyst was removed by filtration through Arbocel (trade mark), solvent removed by evaporation under reduced pressure and the residue purified by column chro... Reactants: COC([C@@H](CC1=CC2=C(NC(O2)=O)C=C1)NC(=O)OCC1=CC=CC=C1)=O ((R)-2-benzyloxycarbonylamino-3-(2-oxo-2,3-dihydro-benzooxazol-6-yl)-propionic acid methyl ester), C([O-])(O)=O.[Na+] (sodium bicarbonate). Reagents/catalysts: [Pd] (palladium on charcoal). Run in C(=O)O (formic acid), CO (methanol), CO (methanol), C(=O)O (formic acid), CO (methanol), CO (methanol), C(C)(=O)OCC (ethyl acetate), C1(=CC=CC=C1)C (toluene), C(C)O (ethanol). Run at time 4 hour. The product is COC([C@@H](CC1=CC2=C(NC(O2)=O)C=C1)N)=O ((R)-2-Amino-3-(2-oxo-2,3-dihydro-benzooxazol-6-yl)-propionic acid methyl ester). Reaction SMILES: [CH3:1][O:2][C:3](=[O:27])[C@H:4]([NH:16]C(OCC1C=CC=CC=1)=O)[CH2:5][C:6]1[CH:15]=[CH:14][C:9]2[NH:10][C:11](=[O:13])[O:12][C:8]=2[CH:7]=1.C(=O)(O)[O-].[Na+]>C(O)=O.CO.[Pd].C(OCC)(=O)C.C1(C)C=CC=CC=1.C(O)C>[CH3:1][O:2][C:3](=[O:27])[C@H:4]([NH2:16])[CH2:5][C:6]1[CH:15]=[CH:14][C:9]2[NH:10][C:11](=[O:13])[O:12][C:8]=2[CH:7]=1 |f:1.2|. Procedure: A solution of (R)-2-benzyloxycarbonylamino-3-(2-oxo-2,3-dihydro-benzooxazol-6-yl)-propionic acid methyl ester (310 mg) in 4.4% formic acid in methanol (20 ml, freshly prepared in degassed methanol) was added via cannula to a suspension of 10% palladium on charcoal in 4.4% formic acid in methanol (20 ml, freshly prepared in degassed methanol). The resulting mixture was stirred at room temperature for 4 h. After filtration through a pad of celite, the solvents were removed in vacuo giving a tan so...